Dataset: the Open Reaction Database (ORD), a public repository of structured organic reaction records. Task: describe an organic reaction: reactants, conditions, products, and yield Reactants: CCOC(=O)C=P(c1ccccc1)(c1ccccc1)c1ccccc1, Cc1oc2c([N+](=O)[O-])cccc2c1C=O, C1COCCO1. Yields the product CCOC(=O)C=Cc1c(C)oc2c([N+](=O)[O-])cccc12. Reaction SMILES: [C:16](=[O:17])([O:18][CH2:19][CH3:20])[CH:21]=[P:22]([c:23]1[cH:24][cH:25][cH:26][cH:27][cH:28]1)([c:29]1[cH:30][cH:31][cH:32][cH:33][cH:34]1)[c:35]1[cH:36][cH:37][cH:38][cH:39][cH:40]1.[CH:1](=[O:2])[c:3]1[c:4]2[c:5]([o:6][c:7]1[CH3:8])[c:9]([N+:13](=[O:14])[O-:15])[cH:10][cH:11][cH:12]2.[O:41]1[CH2:42][CH2:43][O:44][CH2:45][CH2:46]1>>[CH:1]([c:3]1[c:4]2[c:5]([o:6][c:7]1[CH3:8])[c:9]([N+:13](=[O:14])[O-:15])[cH:10][cH:11][cH:12]2)=[CH:21][C:16](=[O:17])[O:18][CH2:19][CH3:20]. Starting materials: CONC(CCl)=O (N-Methoxychloroacetamide), CC1=C(C=CC(=C1)SC)N=C=O (2-Methyl-4-methylthiophenylisocyanate). Reagents/catalysts: C(CCCCCCCCCCC)(=O)[O-].C(CCCCCCCCCCC)(=O)[O-].C(CCC)[Sn+2]CCCC (dibutyltin dilaurate). Run in C1=CC=CC=C1 (benzene), C1=CC=CC=C1 (benzene). The product is ClCC(=NOC)OC(NC1=C(C=C(C=C1)SC)C)=O (1-chloro-2-[N-(2-methyl-4-methylthiophenyl)carbamoyloxy]-2-methoxyiminoethane). RXN SMILES: [CH3:1][O:2][NH:3][C:4](=[O:7])[CH2:5][Cl:6].[CH3:8][C:9]1[CH:14]=[C:13]([S:15][CH3:16])[CH:12]=[CH:11][C:10]=1[N:17]=[C:18]=[O:19]>C([O-])(=O)CCCCCCCCCCC.C([O-])(=O)CCCCCCCCCCC.C([Sn+2]CCCC)CCC.C1C=CC=CC=1>[Cl:6][CH2:5][C:4]([O:7][C:18](=[O:19])[NH:17][C:10]1[CH:11]=[CH:12][C:13]([S:15][CH3:16])=[CH:14][C:9]=1[CH3:8])=[N:3][O:2][CH3:1] |f:2.3.4|. Reported procedure: N-Methoxychloroacetamide (12.3 grams; 0.1 mole), benzene (60 ml) and dibutyltin dilaurate (1 drop) are charged into a glass reaction flask equipped with a mechanical stirrer, thermometer and reflux condenser. 2-Methyl-4-methylthiophenylisocyanate (21.5 grams; 0.12 mole) dissolved in benzene (30 ml) is incrementally added to the reaction mixture, with stirring, at room temperature. After the addition is completed the reaction mixture is heated at reflux for a period of about 2 hours. After this t... Starting materials: OC1(C(N(C2=CC=CC=C12)N1CCOCC1)=O)CC1=NC=CC=C1 (1,3-dihydro-3-hydroxy-1-(4-morpholinyl)-3-(2-pyridinyl methyl )-2H-indol-2-one), C(C)(=O)OC(C)=O (acetic anhydride). The reagents and catalysts are CN(C1=CC=NC=C1)C (4-dimethylaminopyridine). The solvent is ClCCl (dichloromethane). Conditions: temperature 0 celsius, time 8 hour. The product is C(C)(=O)OC1(C(N(C2=CC=CC=C12)N1CCOCC1)=O)CC1=NC=CC=C1 (1,3-dihydro-3-acetoxy-3-(2-pyridinylmethyl )-1-(4-morpholinyl)-2H-indol-2-one). As a reaction SMILES: [OH:1][C:2]1([CH2:18][C:19]2[CH:24]=[CH:23][CH:22]=[CH:21][N:20]=2)[C:10]2[C:5](=[CH:6][CH:7]=[CH:8][CH:9]=2)[N:4]([N:11]2[CH2:16][CH2:15][O:14][CH2:13][CH2:12]2)[C:3]1=[O:17].[C:25](OC(=O)C)(=[O:27])[CH3:26]>CN(C)C1C=CN=CC=1.ClCCl>[C:25]([O:1][C:2]1([CH2:18][C:19]2[CH:24]=[CH:23][CH:22]=[CH:21][N:20]=2)[C:10]2[C:5](=[CH:6][CH:7]=[CH:8][CH:9]=2)[N:4]([N:11]2[CH2:12][CH2:13][O:14][CH2:15][CH2:16]2)[C:3]1=[O:17])(=[O:27])[CH3:26]. Procedure: A mixture of alcohol from Example 26 (63 mg, 0.194 mmole) 4-dimethylaminopyridine (78 mg, 0.639 mmole) , acetic anhydride (0.06 ml, 0.639 mmole) in dichloromethane (10 ml) was stirred at 0° C. for 8 hours. The volatiles were removed and the crude mixture applied directly to a silica gel column and eluted with 5% methanol in chloroform (Rf =0.34). The product slowly crystallized from hexane-ethyl acetate at 0° C. to give 41 mg of colorless cubes, m.p. 107°-110° C. after filtration. IR (KBr): 1702... Starting materials: CN1C=NC=C1 (N-methylimidazole), ClC(=O)OC (methyl chloroformate), C1=CC(=CC=C1[N+](=O)[O-])O (p-nitrophenol). Reagents/catalysts: CN(C)C1=CC=NC=C1 (4-(N,N-dimethylamino) pyridine). Product: C(OC)(OC1=CC=C(C=C1)[N+](=O)[O-])=O (Methyl p-nitrophenyl carbonate). RXN SMILES: CN1C=CN=C1.Cl[C:8]([O:10][CH3:11])=[O:9].[CH:12]1[C:17]([N+:18]([O-:20])=[O:19])=[CH:16][CH:15]=[C:14]([OH:21])[CH:13]=1>CN(C1C=CN=CC=1)C>[C:8](=[O:9])([O:21][C:14]1[CH:15]=[CH:16][C:17]([N+:18]([O-:20])=[O:19])=[CH:12][CH:13]=1)[O:10][CH3:11]. Procedure details: N-methylimidazole and 4-(N,N-dimethylamino) pyridine (DMAP) are obtained from Aldrich Chemical Co. Methyl p-nitrophenyl carbonate is prepared from methyl chloroformate and p-nitrophenol. Starting materials: ClCCCI, [H-], O=C1CCc2ccccc2N1, [Na+], CN(C)C=O. Yields the product O=C1CCc2ccccc2N1CCCCl. As a reaction SMILES: [Cl:14][CH2:15][CH2:16][CH2:17][I:18].[H-:12].[NH:1]1[C:2](=[O:11])[CH2:3][CH2:4][c:5]2[cH:6][cH:7][cH:8][cH:9][c:10]21.[Na+:13].[O:19]=[CH:20][N:21]([CH3:22])[CH3:23]>>[N:1]1([CH2:17][CH2:16][CH2:15][Cl:14])[C:2](=[O:11])[CH2:3][CH2:4][c:5]2[cH:6][cH:7][cH:8][cH:9][c:10]21.